This data is from the Open Reaction Database (ORD), a public repository of structured organic reaction records. The task is: describe an organic reaction: reactants, conditions, products, and yield Reactants: ClC=1C=C(C(=O)OO)C=CC1 (3-chloroperoxybenzoic acid), C(C)C1CC(CCC1)C1=NC(=NS1)SC (5-(3-ethylcyclohexyl)-3-methylthio-1,2,4-thiadiazole), S(=O)(O)[O-].[Na+] (sodium hydrogensulfite). Solvent: C(Cl)(Cl)Cl (chloroform). Conditions: time 20 minute. Product: CS(=O)(=O)C1=NSC(=N1)C1CC(CCC1)CC (3-methylsulfonyl-5-(3-ethylcyclohexyl)-1,2,4-thiadiazole). RXN SMILES: [CH2:1]([CH:3]1[CH2:8][CH2:7][CH2:6][CH:5]([C:9]2[S:13][N:12]=[C:11](SC)[N:10]=2)[CH2:4]1)[CH3:2].Cl[C:17]1C=C(C=CC=1)C(OO)=O.[S:27]([O-:30])(O)=[O:28].[Na+]>C(Cl)(Cl)Cl>[CH3:17][S:27]([C:11]1[N:10]=[C:9]([CH:5]2[CH2:6][CH2:7][CH2:8][CH:3]([CH2:1][CH3:2])[CH2:4]2)[S:13][N:12]=1)(=[O:30])=[O:28] |f:2.3|. Procedure details: 320 mg of 5-(3-ethylcyclohexyl)-3-methylthio-1,2,4-thiadiazole was dissolved in 2.5 ml of chloroform, 738 mg of 3-chloroperoxybenzoic acid (content>65%) was added thereto taking for 20 minutes, and the reaction mixture was stirred for 20 minutes at room temperature. Then, the reaction mixture was added to saturated sodium hydrogensulfite aqueous solution, and separated. The organic layer was washed with sodium hydrogencarbonate aqueous solution, dried over anhydrous sodium sulfate, concentrated ... Starting materials: CCO, Cl, [H][H], O=C1CCCCC1[N+](=O)[O-]. The product is Cl, NC1CCCCC1=O. As a reaction SMILES: [CH3:14][CH2:15][OH:16].[ClH:11].[H:12][H:13].[N+:1]([O-:2])(=[O:3])[CH:4]1[C:5](=[O:10])[CH2:6][CH2:7][CH2:8][CH2:9]1>>[ClH:11].[NH2:1][CH:4]1[C:5](=[O:10])[CH2:6][CH2:7][CH2:8][CH2:9]1. RXN SMILES: [CH2:1]([O:3][C:4]([N:6]1[CH2:11][C@H:10]([CH3:12])[NH:9][C@H:8]([CH3:13])[CH2:7]1)=[O:5])[CH3:2].[C:14]1(C)[CH:19]=CC(S(OCCC)(=O)=O)=C[CH:15]=1.C(=O)([O-])[O-].[Na+].[Na+].C(=O)=O>C(O)C>[CH2:1]([O:3][C:4]([N:6]1[CH2:7][C@@H:8]([CH3:13])[N:9]([CH2:15][CH2:14][CH3:19])[C@@H:10]([CH3:12])[CH2:11]1)=[O:5])[CH3:2] |f:2.3.4|. Starting materials: C([O-])([O-])=O.[Na+].[Na+] (sodium carbonate), C(=O)=O (carbon dioxide), C(C)OC(=O)N1C[C@H](N[C@H](C1)C)C (1-ethoxycarbonyl-cis-3,5-dimethylpiperazine), C1(=CC=C(C=C1)S(=O)(=O)OCCC)C (propyl 4-toluenesulfonate). Procedure: A mixture of 25.8 grams of 1-ethoxycarbonyl-cis-3,5-dimethylpiperazine, 38.6 grams of propyl 4-toluenesulfonate, 90 ml. of absolute ethanol and 9.5 grams of sodium carbonate is stirred and heated to reflux. After 30 minutes of reflux, vigorous evolution of carbon dioxide begins and continues for about 5 hours. Refluxing is continued for a total of 22 hours. The reaction mixture is then cooled and filtered and the solvent is evaporated. The resulting residue is mixed with 300 ml. of aqueous 1 N s... The solvent is C(C)O (ethanol). Run at time 5 hour. Yields the product C(C)OC(=O)N1C[C@@H](N([C@@H](C1)C)CCC)C (4-ethoxycarbonyl-cis-2,6-dimethyl-1-propylpiperazine). Starting materials: CO, O=C1C2CC3CC(C2)CC1C3, N#C[Na], O=S(=O)(O)O. Product: N#CC1(O)C2CC3CC(C2)CC1C3. RXN SMILES: [CH3:20][OH:21].[CH:1]12[C:2](=[O:11])[CH:3]3[CH2:4][CH:5]([CH2:6][CH:7]([CH2:8]1)[CH2:9]3)[CH2:10]2.[Na:17][C:18]#[N:19].[S:12](=[O:13])(=[O:14])([OH:15])[OH:16]>>[CH:1]12[C:2]([OH:11])([C:18]#[N:19])[CH:3]3[CH2:4][CH:5]([CH2:6][CH:7]([CH2:8]1)[CH2:9]3)[CH2:10]2. Starting materials: ClCC1=C(C=CC=C1)S(=O)(=O)N (2-(chloromethyl)benzenesulfonamide), C(CCC)N=C=O (butyl isocyanate). The reagents and catalysts are N12NCC(CC1)CC2 (diazabicyclo[2.2.2]octane). Solvent: C=1(C(=CC=CC1)C)C (xylene). Yields the product ClCC1=C(C=CC=C1)S(=O)(=O)NC(=O)NCCCC (2-(Chloromethyl)-N-(butylaminocarbonyl)benzenesulfonamide). Yield: 74.8%. RXN SMILES: [Cl:1][CH2:2][C:3]1[CH:8]=[CH:7][CH:6]=[CH:5][C:4]=1[S:9]([NH2:12])(=[O:11])=[O:10].[CH2:13]([N:17]=[C:18]=[O:19])[CH2:14][CH2:15][CH3:16]>C1(C)C(C)=CC=CC=1.N12CCC(CC1)CN2>[Cl:1][CH2:2][C:3]1[CH:8]=[CH:7][CH:6]=[CH:5][C:4]=1[S:9]([NH:12][C:18]([NH:17][CH2:13][CH2:14][CH2:15][CH3:16])=[O:19])(=[O:11])=[O:10]. Procedure details: A mixture of 2-(chloromethyl)benzenesulfonamide (13.2 g, 64 mmol) and butyl isocyanate (7.0 g, 71 mmol) in xylene (80 ml) was contacted with diazabicyclo[2.2.2]octane (0.25 g) and heated to reflux for 5.0 hrs. Volatiles were removed under vacuum and the residue was treated with 0.5N NaOH (200 ml) and extracted with ethyl acetate (75 ml). The aqueous layer was separated, chilled, acidified (pH 4) with hydrochloric acid, and extracted with ethyl acetate. The organic layer was washed with brine, dr... Starting materials: CCOC(=O)CCC1(NC(=O)c2ccc(Cl)c(Cl)c2)C(=O)N(CC(=O)OC(C)(C)C)c2ccccc21, ClCCl, O=C(O)C(F)(F)F. Yields the product CCOC(=O)CCC1(NC(=O)c2ccc(Cl)c(Cl)c2)C(=O)N(CC(=O)O)c2ccccc21. As a reaction SMILES: [C:8]([CH3:9])([CH3:10])([CH3:11])[O:12][C:13](=[O:14])[CH2:15][N:16]1[C:17](=[O:43])[C:18]([NH:25][C:26]([c:27]2[cH:28][c:29]([Cl:34])[c:30]([Cl:33])[cH:31][cH:32]2)=[O:35])([CH2:36][CH2:37][C:38](=[O:39])[O:40][CH2:41][CH3:42])[c:19]2[cH:20][cH:21][cH:22][cH:23][c:24]21.[CH2:44]([Cl:45])[Cl:46].[OH:1][C:2]([C:3]([F:4])([F:5])[F:6])=[O:7]>>[O:12]=[C:13]([OH:14])[CH2:15][N:16]1[C:17](=[O:43])[C:18]([NH:25][C:26]([c:27]2[cH:28][c:29]([Cl:34])[c:30]([Cl:33])[cH:31][cH:32]2)=[O:35])([CH2:36][CH2:37][C:38](=[O:39])[O:40][CH2:41][CH3:42])[c:19]2[cH:20][cH:21][cH:22][cH:23][c:24]21. The reactants are C1CCOC1, COC(=O)Cc1ccc(O)c(OC)c1, C[Si](C)(C)CCOCn1ncc2c([N+](=O)[O-])c(Cl)ccc21. Product: COC(=O)Cc1ccc(Oc2ccc3c(cnn3COCC[Si](C)(C)C)c2[N+](=O)[O-])c(OC)c1. RXN SMILES: [CH2:36]1[O:37][CH2:38][CH2:39][CH2:40]1.[CH3:1][O:2][C:3]([CH2:4][c:5]1[cH:6][c:7]([O:12][CH3:13])[c:8]([OH:11])[cH:9][cH:10]1)=[O:14].[Cl:15][c:16]1[c:17]([N+:33](=[O:34])[O-:35])[c:18]2[cH:19][n:20][n:21]([CH2:25][O:26][CH2:27][CH2:28][Si:29]([CH3:30])([CH3:31])[CH3:32])[c:22]2[cH:23][cH:24]1>>[CH3:1][O:2][C:3]([CH2:4][c:5]1[cH:6][c:7]([O:12][CH3:13])[c:8]([O:11][c:16]2[c:17]([N+:33](=[O:34])[O-:35])[c:18]3[cH:19][n:20][n:21]([CH2:25][O:26][CH2:27][CH2:28][Si:29]([CH3:30])([CH3:31])[CH3:32])[c:22]3[cH:23][cH:24]2)[cH:9][cH:10]1)=[O:14]. The reactants are C(CCC)C/1=CN(S\C1=N/C(=O)[C@]1(C([C@H](CC1)C(=O)O)(C)C)C)C(C)(C)C ((1S,3R)-3-({[(5Z)-4-butyl-2-tert-butylisothiazol-5(2H)-ylidene]amino}carbonyl)-2,2,3-trimethylcyclopentanecarboxylic acid), Cl.C(O)CN (ethanolamine hydrochloride). Yields the product C(CCC)C/1=CN(S\C1=N/C(=O)[C@]1(C([C@H](CC1)C(=O)NCCO)(C)C)C)C(C)(C)C ((1R,3S)—N1-[(5Z)-4-butyl-2-tert-butylisothiazol-5(2H)-ylidene]-N3-(2-hydroxyethyl)-1,2,2-trimethylcyclopentane-1,3-dicarboxamide). Reaction SMILES: [CH2:1]([C:5]1=[CH:6][N:7]([C:24]([CH3:27])([CH3:26])[CH3:25])[S:8]/[C:9]/1=[N:10]\[C:11]([C@:13]1([CH3:23])[CH2:17][CH2:16][C@H:15]([C:18]([OH:20])=O)[C:14]1([CH3:22])[CH3:21])=[O:12])[CH2:2][CH2:3][CH3:4].Cl.[CH2:29]([CH2:31][NH2:32])[OH:30]>>[CH2:1]([C:5]1=[CH:6][N:7]([C:24]([CH3:27])([CH3:26])[CH3:25])[S:8]/[C:9]/1=[N:10]\[C:11]([C@:13]1([CH3:23])[CH2:17][CH2:16][C@H:15]([C:18]([NH:32][CH2:31][CH2:29][OH:30])=[O:20])[C:14]1([CH3:21])[CH3:22])=[O:12])[CH2:2][CH2:3][CH3:4] |f:1.2|. Procedure details: The product from Example 173 and ethanolamine hydrochloride (Aldrich) were processed using the method described in Example 178 to afford the title compound. 1H NMR (DMSO-d6) δ 0.47 (s, 3H), 0.90 (t. J=7.0 Hz, 3H), 1.19 (s, 3H), 1.23 (s, 3H), 1.26-1.48 (m, 4H), 1.57 (s, 9H), 1.57-1.67 (m, 3H), 1.96-2.08 (m, 1H), 2.62-2.68 (m, 2H), 2.71-2.82 (m, 1H), 3.00-3.10 (m, 1H), 3.14-2.25 (m, 1H), 3.33-3.39 (m, 2H), 4.62 (t, J=4.6 Hz, 1H), 7.52 (t, J=5.7 Hz, 1H), 8.50 (s, 1H). MS (ESI+) m/z 438 (M+H)+. RXN SMILES: [C:1]([C:4]12[CH2:11][CH2:10][C:7]([NH:12][CH2:13][C:14]([N:16]3[CH2:20][C@@H:19]([F:21])[CH2:18][C@H:17]3[C:22]#[N:23])=[O:15])([CH2:8][CH2:9]1)[CH2:6][CH2:5]2)(O)=[O:2].[F:24][C:25]([F:35])([F:34])[O:26][C:27]1[CH:33]=[CH:32][C:30]([NH2:31])=[CH:29][CH:28]=1>>[F:21][C@@H:19]1[CH2:20][N:16]([C:14](=[O:15])[CH2:13][NH:12][C:7]23[CH2:8][CH2:9][C:4]([C:1]([NH:31][C:30]4[CH:32]=[CH:33][C:27]([O:26][C:25]([F:24])([F:34])[F:35])=[CH:28][CH:29]=4)=[O:2])([CH2:11][CH2:10]2)[CH2:5][CH2:6]3)[C@H:17]([C:22]#[N:23])[CH2:18]1. The reactants are C(=O)(O)C12CCC(CC1)(CC2)NCC(=O)N2[C@@H](C[C@@H](C2)F)C#N ((2S,4S)-1-[[N-(4-carboxybicyclo[2.2.2]oct-1-yl)amino]acetyl]-4-fluoropyrrolidine-2-carbonitrile), FC(OC1=CC=C(N)C=C1)(F)F (4-trifluoromethoxyaniline). Yields the product F[C@H]1C[C@H](N(C1)C(CNC12CCC(CC1)(CC2)C(=O)NC2=CC=C(C=C2)OC(F)(F)F)=O)C#N ((2S,4S)-4-fluoro-1-[[N-[4-[N-(4-trifluoromethoxyphenyl)amino]carbonylbicyclo[2.2.2]oct-1-yl]amino]acetyl]pyrrolidine-2-carbonitrile). The yield is 37.6%. Procedure: In a similar manner to Example 63, (2S,4S)-1-[[N-(4-carboxybicyclo[2.2.2]oct-1-yl)amino]acetyl]-4-fluoropyrrolidine-2-carbonitrile (50.3 mg) and 4-trifluoromethoxyaniline (60.0 mg) were used to obtain (2S,4S)-4-fluoro-1-[[N-[4-[N-(4-trifluoromethoxyphenyl)amino]carbonylbicyclo[2.2.2]oct-1-yl]amino]acetyl]pyrrolidine-2-carbonitrile (28.2 mg).